Dataset: the Open Reaction Database (ORD), a public repository of structured organic reaction records. Task: describe an organic reaction: reactants, conditions, products, and yield Reactants: C=C(c1ccccc1N1CCCCC1)C(C(N)=O)c1ccc(C(=O)OCC)cc1, CCO, [H][H]. Product: CCOC(=O)c1ccc(C(C(N)=O)C(C)c2ccccc2N2CCCCC2)cc1. As a reaction SMILES: [CH2:1]([CH3:2])[O:3][C:4]([c:5]1[cH:6][cH:7][c:8]([CH:11]([C:12](=[O:13])[NH2:14])[C:15](=[CH2:16])[c:17]2[c:18]([N:23]3[CH2:24][CH2:25][CH2:26][CH2:27][CH2:28]3)[cH:19][cH:20][cH:21][cH:22]2)[cH:9][cH:10]1)=[O:29].[CH3:32][CH2:33][OH:34].[H:30][H:31]>>[CH2:1]([CH3:2])[O:3][C:4]([c:5]1[cH:6][cH:7][c:8]([CH:11]([C:12](=[O:13])[NH2:14])[CH:15]([CH3:16])[c:17]2[c:18]([N:23]3[CH2:24][CH2:25][CH2:26][CH2:27][CH2:28]3)[cH:19][cH:20][cH:21][cH:22]2)[cH:9][cH:10]1)=[O:29]. Reactants: Cl (hydrochloric acid), ClC1=CC=C(C=C1)C(C1=C(C=CC(=C1)CC)O)=O (4'-Chloro-5-ethyl-2-hydroxybenzophenone), [OH-].[K+] (potassium hydroxide), Cl.NO (hydroxylamine hydrochloride). The solvent is O (water), C(C)O (ethanol). Reaction conditions: time 18 hour. Product: ClC1=CC=C(C=C1)C(C1=C(C=CC(=C1)CC)O)=NO (4'-Chloro-5-ethyl-2-hydroxybenzophenone-oxime). Isolated yield 43.4%. As a reaction SMILES: [Cl:1][C:2]1[CH:7]=[CH:6][C:5]([C:8](=O)[C:9]2[CH:14]=[C:13]([CH2:15][CH3:16])[CH:12]=[CH:11][C:10]=2[OH:17])=[CH:4][CH:3]=1.[OH-:19].[K+].Cl.[NH2:22]O.Cl>O.C(O)C>[Cl:1][C:2]1[CH:7]=[CH:6][C:5]([C:8](=[N:22][OH:19])[C:9]2[CH:14]=[C:13]([CH2:15][CH3:16])[CH:12]=[CH:11][C:10]=2[OH:17])=[CH:4][CH:3]=1 |f:1.2,3.4|. Procedure: 4'-Chloro-5-ethyl-2-hydroxybenzophenone (65.2 g) and potassium hydroxide (170 g) in water (700 ml) and ethanol (150 ml.) were treated with hydroxylamine hydrochloride (70.0 g), with cooling, and the resulting mixture was stirred for 18 hours at ambient temperature. Dissolution occurred during this time. The solution was acidified with 5N-hydrochloric acid and then extracted with ether (3 × 200 ml.). The combined ether solutions were washed with 10% aqueous sodium carbonate solution (2 × 200 ml.)... The reactants are C1(CC1)NC(C1=CC(=C(C(=C1)F)C)C=1C=C2C(=CN(C(C2=CC1)=O)CC1CC1)C=O)=O (N-Cyclopropyl-3-(2-(cyclopropylmethyl)-4-formyl-1-oxo-1,2-dihydroisoquinolin-6-yl)-5-fluoro-4-methylbenzamide), C[C@@H]1N(CCNC1)C(=O)OC(C)(C)C ((S)-2-methylpiperazine-1-carboxylic acid, tert-butyl ester). The product is C1(CC1)NC(C1=CC(=C(C(=C1)F)C)C=1C=C2C(=CN(C(C2=CC1)=O)CC1CC1)CN1C[C@@H](NCC1)C)=O ((S)—N-Cyclopropyl-3-(2-(cyclopropylmethyl)-4-((3-methylpiperazin-1-yl)methyl)-1-oxo-1,2-dihydroisoquinolin-6-yl)-5-fluoro-4-methylbenzamide). RXN SMILES: [CH:1]1([NH:4][C:5](=[O:31])[C:6]2[CH:11]=[C:10]([F:12])[C:9]([CH3:13])=[C:8]([C:14]3[CH:15]=[C:16]4[C:21](=[CH:22][CH:23]=3)[C:20](=[O:24])[N:19]([CH2:25][CH:26]3[CH2:28][CH2:27]3)[CH:18]=[C:17]4[CH:29]=O)[CH:7]=2)[CH2:3][CH2:2]1.[CH3:32][C@H:33]1[CH2:38][NH:37][CH2:36][CH2:35][N:34]1C(OC(C)(C)C)=O>>[CH:1]1([NH:4][C:5](=[O:31])[C:6]2[CH:11]=[C:10]([F:12])[C:9]([CH3:13])=[C:8]([C:14]3[CH:15]=[C:16]4[C:21](=[CH:22][CH:23]=3)[C:20](=[O:24])[N:19]([CH2:25][CH:26]3[CH2:27][CH2:28]3)[CH:18]=[C:17]4[CH2:29][N:37]3[CH2:36][CH2:35][NH:34][C@@H:33]([CH3:32])[CH2:38]3)[CH:7]=2)[CH2:3][CH2:2]1. Procedure details: The title compound was prepared as a solid according to the method of Example 81 using the product of Example 75 step i) and (S)-2-methylpiperazine-1-carboxylic acid, tert-butyl ester and purified by HPLC. Reactants: CC(=O)O (AcOH), C[Si](C)(C)C#CC1=CC=C(C=C1)C(C)=O (1-(4-((trimethylsilyl)ethynyl)phenyl)ethanone), [OH-].[K+] (KOH). The solvent is CO (MeOH), CO (MeOH). Reaction conditions: time 1 hour. Product: C(#C)C1=CC=C(C=C1)C(C)=O (1-(4-ethynylphenyl)ethanone). Yield: 94.6%. Reaction SMILES: C[Si]([C:5]#[C:6][C:7]1[CH:12]=[CH:11][C:10]([C:13](=[O:15])[CH3:14])=[CH:9][CH:8]=1)(C)C.[OH-].[K+].CC(O)=O>CO>[C:6]([C:7]1[CH:12]=[CH:11][C:10]([C:13](=[O:15])[CH3:14])=[CH:9][CH:8]=1)#[CH:5] |f:1.2|. Procedure: To a stirring solution of compound 1.9 (19 g, 88 mmol) in MeOH (200 mL) was added a solution of KOH (2.46 g, 44 mmol) in MeOH (20 mL) at 10° C. and the mixture was stirred at room temperature for 1 hr. AcOH was added until the pH was 7, and the reaction mixture was concentrated under reduced pressure. The residue was dissolved in ethyl acetate (200 mL), washed with 5% aqueous NaHCO3 (100 mL), brine (100 mL), dried, and concentrated under reduced pressure to give compound 1.10 as a white solid (1... Starting materials: COC=1C=C2C=CC=NC2=CC1C=COC (6-methoxy-7-(2-methoxyvinyl)quinoline). Solvent: Cl.O1CCCC1 (hydrochloric acid tetrahydrofuran), C(C)(=O)OCC (ethyl acetate). Reaction conditions: temperature 70 celsius, time 2 hour. Yields the product COC=1C=C2C=CC=NC2=CC1CC=O ((6-methoxyquinolin-7-yl)acetaldehyde). Isolated yield 110.0%. As a reaction SMILES: [CH3:1][O:2][C:3]1[CH:4]=[C:5]2[C:10](=[CH:11][C:12]=1[CH:13]=[CH:14][O:15]C)[N:9]=[CH:8][CH:7]=[CH:6]2>Cl.O1CCCC1.C(OCC)(=O)C>[CH3:1][O:2][C:3]1[CH:4]=[C:5]2[C:10](=[CH:11][C:12]=1[CH2:13][CH:14]=[O:15])[N:9]=[CH:8][CH:7]=[CH:6]2 |f:1.2|. Reported procedure: 1.41 g of 6-methoxy-7-(2-methoxyvinyl)quinoline was dissolved in 40 ml of 2 N hydrochloric acid-tetrahydrofuran (1:1), and the obtained mixture was then stirred at 70° C. for 2 hours. The reaction solution was cooled to a room temperature. It was diluted with ethyl acetate and then washed with a saturated sodium bicarbonate aqueous solution and a saturated sodium chloride aqueous solution. The organic layer was dried over magnesium sulfate and then concentrated under a reduced pressure, so as to... Product: ClCC(C#CC1=CCCCC1)=O (1-chloro-4-(1-cyclohexen-1-yl)-3-buty-n-2-one). Conditions: temperature 0 celsius. Isolated yield 66.4%. Reagents/catalysts: C=1C=CC(=CC1)[P](C=2C=CC=CC2)(C=3C=CC=CC3)[Pd]([P](C=4C=CC=CC4)(C=5C=CC=CC5)C=6C=CC=CC6)([P](C=7C=CC=CC7)(C=8C=CC=CC8)C=9C=CC=CC9)[P](C=1C=CC=CC1)(C=1C=CC=CC1)C=1C=CC=CC1 (Pd(PPh3)4), [Cl-].[Cl-].[Zn+2] (ZnCl2), [Cl-].[Cl-].[Zn+2] (ZnCl2). RXN SMILES: [C:1]([C:3]1[CH2:8][CH2:7][CH2:6][CH2:5][CH:4]=1)#[CH:2].C([Li])CCC.C1(C#C[Li])CCCCC=1.[Cl:23][CH2:24][C:25](Cl)=[O:26]>C1COCC1.CCCCCC.[Cl-].[Cl-].[Zn+2].C1C=CC([P]([Pd]([P](C2C=CC=CC=2)(C2C=CC=CC=2)C2C=CC=CC=2)([P](C2C=CC=CC=2)(C2C=CC=CC=2)C2C=CC=CC=2)[P](C2C=CC=CC=2)(C2C=CC=CC=2)C2C=CC=CC=2)(C2C=CC=CC=2)C2C=CC=CC=2)=CC=1.C(OCC)(=O)C>[Cl:23][CH2:24][C:25](=[O:26])[C:2]#[C:1][C:3]1[CH2:8][CH2:7][CH2:6][CH2:5][CH:4]=1 |f:6.7.8,^1:45,47,66,85|. Reported procedure: Anhydrous ZnCl2 (5.0 g, 37 mmol) was dissolved in TBF (25 mL) and the solution cooled to 0° C. in an ice bath. In another flask 1-ethynylcyclohexene (4.3 mL, 36.3 mmol) was dissolved in THF (25 mL), cooled to 0° C. in an ice bath, and treated with n-butyllithium (15.7 mL of a 2.2M solution in hexane, 34.5 mmol). After 20 minutes the cyclohexenylethynyllithium solution was added via cannula to the ZnCl2 solution. After an additional 20 minutes Pd(PPh3)4 (620 mg, 0.54 mmol) was added to the alkyny... The solvent is C1CCOC1 (THF), CCCCCC (hexane), CCCCCC (hexane), C(C)(=O)OCC (ethyl acetate), TBF. Starting materials: C(#C)C1=CCCCC1 (1-ethynylcyclohexene), C(CCC)[Li] (n-butyllithium), solution, ClCC(=O)Cl (chloroacetyl chloride), alkynylzinc, C1(=CCCCC1)C#C[Li] (cyclohexenylethynyllithium). Starting materials: O=C([O-])[O-], CC(C)(C)OC(=O)N1CCNCC1, CC#N, [K+], [K+], CS(=O)(=O)OCc1nc(-c2ccncc2)no1. Yields the product CC(C)(C)OC(=O)N1CCN(Cc2nc(-c3ccncc3)no2)CC1. As a reaction SMILES: [C:18](=[O:19])([O-:20])[O-:21].[C:24]([CH3:25])([CH3:26])([CH3:27])[O:28][C:29](=[O:30])[N:31]1[CH2:32][CH2:33][NH:34][CH2:35][CH2:36]1.[CH3:37][C:38]#[N:39].[K+:22].[K+:23].[n:1]1[cH:2][cH:3][c:4](-[c:7]2[n:8][o:9][c:10]([CH2:12][O:13][S:14]([CH3:15])(=[O:16])=[O:17])[n:11]2)[cH:5][cH:6]1>>[n:1]1[cH:2][cH:3][c:4](-[c:7]2[n:8][o:9][c:10]([CH2:12][N:34]3[CH2:33][CH2:32][N:31]([C:29]([O:28][C:24]([CH3:25])([CH3:26])[CH3:27])=[O:30])[CH2:36][CH2:35]3)[n:11]2)[cH:5][cH:6]1. Reactants: ClC1=NC(=CC=C1C#N)C1=C(C=C(C=C1)Cl)Cl (2-chloro-6-(2,4-dichlorophenyl)pyridine-3-carbonitrile), Cl.NC1=NC(=CC=C1C#N)NC1CNCCC1 (2-Amino-6-(piperidin-3-ylamino)pyridine-3-carbonitrile hydrochloride), C(C)(C)N(C(C)C)CC (N,N-diisopropylethylamine). Run in CS(=O)C (DMSO). Run at temperature 120 celsius. The product is NC1=NC(=CC=C1C#N)NC1CN(CCC1)C1=NC(=CC=C1C#N)C1=C(C=C(C=C1)Cl)Cl (2-Amino-6-({1-[3-cyano-6-(2,4-dichlorophenyl)pyridin-2-yl]piperidin-3-yl}amino)-pyridine-3-carbonitrile). RXN SMILES: Cl[C:2]1[C:7]([C:8]#[N:9])=[CH:6][CH:5]=[C:4]([C:10]2[CH:15]=[CH:14][C:13]([Cl:16])=[CH:12][C:11]=2[Cl:17])[N:3]=1.Cl.[NH2:19][C:20]1[C:25]([C:26]#[N:27])=[CH:24][CH:23]=[C:22]([NH:28][CH:29]2[CH2:34][CH2:33][CH2:32][NH:31][CH2:30]2)[N:21]=1.C(N(CC)C(C)C)(C)C>CS(C)=O>[NH2:19][C:20]1[C:25]([C:26]#[N:27])=[CH:24][CH:23]=[C:22]([NH:28][CH:29]2[CH2:34][CH2:33][CH2:32][N:31]([C:2]3[C:7]([C:8]#[N:9])=[CH:6][CH:5]=[C:4]([C:10]4[CH:15]=[CH:14][C:13]([Cl:16])=[CH:12][C:11]=4[Cl:17])[N:3]=3)[CH2:30]2)[N:21]=1 |f:1.2|. Procedure: 55 mg (0.19 mmol) of 2-chloro-6-(2,4-dichlorophenyl)pyridine-3-carbonitrile, 60.9 mg (0.23 mmol) of 2-amino-6-(piperidin-3-ylamino)pyridine-3-carbonitrile hydrochloride (Example 11A) and 0.169 ml (0.97 mmol) of N,N-diisopropylethylamine were initially charged in 2 ml of DMSO. The mixture was heated at 120° C. in a microwave for 30 min. The crude product was purified by means of preparative HPLC (method 13). 30 mg (33% of theory) of the product were obtained in solid form.